From a dataset of the Open Reaction Database (ORD), a public repository of structured organic reaction records. describe an organic reaction: reactants, conditions, products, and yield Starting materials: Cl (hydrogen chloride), Cl.C(C)N1C2=C(N(C(C(C1=O)(C)C)=O)C)C=C(C=C2)CN(C(CN2C(NC1=C2C=CC=C1)=O)=O)CCC=1C=NC=CC1 (N-(1-Ethyl-3,3,5-trimethyl-2,4-dioxo-2,3,4,5-tetrahydro-1H-benzo[b][1,4]diazepin-7-ylmethyl)-2-(2-oxo-2,3-dihydrobenzoimidazol-1-yl)-N-(2-pyridin-3-ylethyl)acetamide hydrochloride), C([O-])([O-])=O.[Cs+].[Cs+] (cesium carbonate), CI (methyl iodide). Run in C(C)O (ethanol), CC(C)O (2-propanol), CN(C)C=O (DMF), O (Water). Run at time 1 day. Yields the product Cl.C(C)N1C2=C(N(C(C(C1=O)(C)C)=O)C)C=C(C=C2)CN(C(CN2C(N(C1=C2C=CC=C1)C)=O)=O)CCC=1C=NC=CC1 (N-(1-Ethyl-3,3,5-trimethyl-2,4-dioxo-2,3,4,5-tetrahydro-1H-benzo[b][1,4]diazepin-7-ylmethyl)-2-(3-methyl-2-oxo-2,3-dihydrobenzoimidazol-1-yl)-N-(2-pyridin-3-ylethyl)acetamide hydrochloride). The yield is 75.1%. As a reaction SMILES: [ClH:1].[CH2:2]([N:4]1[C:10](=[O:11])[C:9]([CH3:13])([CH3:12])[C:8](=[O:14])[N:7]([CH3:15])[C:6]2[CH:16]=[C:17]([CH2:20][N:21]([CH2:35][CH2:36][C:37]3[CH:38]=[N:39][CH:40]=[CH:41][CH:42]=3)[C:22](=[O:34])[CH2:23][N:24]3[C:28]4[CH:29]=[CH:30][CH:31]=[CH:32][C:27]=4[NH:26][C:25]3=[O:33])[CH:18]=[CH:19][C:5]1=2)[CH3:3].[C:43](=O)([O-])[O-].[Cs+].[Cs+].CI.Cl>C(O)C.CC(O)C.O.CN(C=O)C>[ClH:1].[CH2:2]([N:4]1[C:10](=[O:11])[C:9]([CH3:13])([CH3:12])[C:8](=[O:14])[N:7]([CH3:15])[C:6]2[CH:16]=[C:17]([CH2:20][N:21]([CH2:35][CH2:36][C:37]3[CH:38]=[N:39][CH:40]=[CH:41][CH:42]=3)[C:22](=[O:34])[CH2:23][N:24]3[C:28]4[CH:29]=[CH:30][CH:31]=[CH:32][C:27]=4[N:26]([CH3:43])[C:25]3=[O:33])[CH:18]=[CH:19][C:5]1=2)[CH3:3] |f:0.1,2.3.4,11.12|. Procedure details: N-(1-Ethyl-3,3,5-trimethyl-2,4-dioxo-2,3,4,5-tetrahydro-1H-benzo[b][1,4]diazepin-7-ylmethyl)-2-(2-oxo-2,3-dihydrobenzoimidazol-1-yl)-N-(2-pyridin-3-ylethyl)acetamide hydrochloride(0.26 g), cesium carbonate(0.43 g), and methyl iodide(0.04 ml) were added to DMF(5 ml), and the mixture was stirred at room temperature for 1 days. Water was added to the reaction mixture, and stirred for 1 hour, followed by extraction with ethyl acetate. The organic layer was condensed under reduced pressure, and the r... Reactants: C#Cc1cnc2c(C)cc(OC(SC)C(=O)NC(C)(CO)COC)cc2c1, C#CCBr, C1CCOC1, [H-], [Na+]. Product: C#CCOCC(C)(COC)NC(=O)C(Oc1cc(C)c2ncc(C#C)cc2c1)SC. RXN SMILES: [C:1](#[CH:2])[c:3]1[cH:4][n:5][c:6]2[c:7]([CH3:27])[cH:8][c:9]([O:13][CH:14]([C:15](=[O:16])[NH:17][C:18]([CH2:19][OH:20])([CH3:21])[CH2:22][O:23][CH3:24])[S:25][CH3:26])[cH:10][c:11]2[cH:12]1.[CH2:28]([C:29]#[CH:30])[Br:31].[CH2:34]1[O:35][CH2:36][CH2:37][CH2:38]1.[H-:33].[Na+:32]>>[C:1](#[CH:2])[c:3]1[cH:4][n:5][c:6]2[c:7]([CH3:27])[cH:8][c:9]([O:13][CH:14]([C:15](=[O:16])[NH:17][C:18]([CH2:19][O:20][CH2:30][C:29]#[CH:28])([CH3:21])[CH2:22][O:23][CH3:24])[S:25][CH3:26])[cH:10][c:11]2[cH:12]1. Starting materials: C=1C=NC(=NC1)N2CCN(CC2)CCCCN3C(=O)CC4(CCCC4)C(C3=O)O (6-hydroxybuspirone). The solvent is O (water), O (water). Run at time 69 hour. Yields the product C=1C=NC(=NC1)N2CCN(CC2)CCCCN3C(=O)CC4(CCCC4)C(C3=O)O (6-Hydroxybuspirone), C=1C=NC(=NC1)N2CCN(CC2)CCCCN3C(=O)CC4(CCCC4)CC3=O (buspirone). RXN SMILES: [CH:1]1[CH:2]=[N:3][C:4]([N:7]2[CH2:12][CH2:11][N:10]([CH2:13][CH2:14][CH2:15][CH2:16][N:17]3[C:27](=[O:28])[CH:26]([OH:29])[C:21]4([CH2:25][CH2:24][CH2:23][CH2:22]4)[CH2:20][C:18]3=[O:19])[CH2:9][CH2:8]2)=[N:5][CH:6]=1>O>[CH:1]1[CH:6]=[N:5][C:4]([N:7]2[CH2:8][CH2:9][N:10]([CH2:13][CH2:14][CH2:15][CH2:16][N:17]3[C:27](=[O:28])[CH:26]([OH:29])[C:21]4([CH2:25][CH2:24][CH2:23][CH2:22]4)[CH2:20][C:18]3=[O:19])[CH2:11][CH2:12]2)=[N:3][CH:2]=1.[CH:1]1[CH:6]=[N:5][C:4]([N:7]2[CH2:12][CH2:11][N:10]([CH2:13][CH2:14][CH2:15][CH2:16][N:17]3[C:27](=[O:28])[CH2:26][C:21]4([CH2:22][CH2:23][CH2:24][CH2:25]4)[CH2:20][C:18]3=[O:19])[CH2:9][CH2:8]2)=[N:3][CH:2]=1. Procedure details: Batch A. Approximately 1000 mL was transferred to a vessel equipped with a magnetic stirrer and water was added (15 mL, Karl Fischer titration indicated 3.94% water). This solution was then slowly cooled to ambient temperature while stirring, and seeded with 6-hydroxybuspirone (approximately 20 mg). The mixture was filtered seven days later on a 4-6 micron glass sintered filter and the mother liquor saved for analysis (740 mL). The off-white solid was subsequently washed with IPA (2×260 mL). The... The reactants are C(O)(O)=O.NC(=N)N (Guanidine carbonate), C(=O)=O (carbon dioxide), C([C@H](O)[C@@H](O)C(=O)O)(=O)O (L-Tartaric acid). Run in O (water). Reaction conditions: time 24 hour. Product: C(=O)([O-])[C@H](O)[C@@H](O)C(=O)[O-].NC(=[NH2+])N.NC(=[NH2+])N (Bis(guanidinium) L-Tartrate). RXN SMILES: [C:1]([OH:10])(=[O:9])[C@@H:2]([C@H:4]([C:6]([OH:8])=[O:7])[OH:5])[OH:3].C(=O)(O)O.[NH2:15][C:16]([NH2:18])=[NH:17].C(=O)=O>O>[C:6]([C@@H:4]([C@H:2]([C:1]([O-:10])=[O:9])[OH:3])[OH:5])([O-:8])=[O:7].[NH2:17][C:16]([NH2:18])=[NH2+:15].[NH2:17][C:16]([NH2:18])=[NH2+:15] |f:1.2,5.6.7|. Procedure: L-Tartaric acid (2.00 g, 13.33 mmol) was dissolved in 5 ml of distilled water. Guanidine carbonate (2.40 g, 13.33 mmol) was added at room temperature (carbon dioxide gas was evolved) and the reaction was stirred at room temperature for 24 hours. The water was removed in vacuo with heating to approximately 90° C. for 4 hours. The product was isolated as a white solid. Reactants: C(CC)C=1C=NC(=NC1)N1CCC(CC1)OC=1SC=2C(=NC=C(C2)C2=CCN(CC2)C(=O)OC(C)(C)C)N1 (tert-Butyl 4-(2-(1-(5-propylpyrimidin-2-yl)piperidin-4-yloxy)thiazolo[4,5-b]pyridin-6-yl)-5,6-dihydropyridine-1(2H)-carboxylate), C(=O)(C(F)(F)F)O (TFA), C(CC)C=1C=NC(=NC1)N1CCC(CC1)OC=1SC2=C(N1)C=CC(=C2)C=2CCNCC2 (2-(1-(5-Propylpyrimidin-2-yl)piperidin-4-yloxy)-6-(1,2,3,6-tetrahydropyridin-4-yl)benzo[d]thiazole). Yields the product C(CC)C=1C=NC(=NC1)N1CCC(CC1)OC=1SC=2C(=NC=C(C2)C=2CCNCC2)N1 (2-(1-(5-Propylpyrimidin-2-yl)piperidin-4-yloxy)-6-(1,2,3,6-tetrahydropyridin-4-yl)thiazolo[4,5-b]pyridine). RXN SMILES: [CH2:1]([C:4]1[CH:5]=[N:6][C:7]([N:10]2[CH2:15][CH2:14][CH:13]([O:16][C:17]3[S:18][C:19]4[C:20]([N:38]=3)=[N:21][CH:22]=[C:23]([C:25]3[CH2:30][CH2:29][N:28](C(OC(C)(C)C)=O)[CH2:27][CH:26]=3)[CH:24]=4)[CH2:12][CH2:11]2)=[N:8][CH:9]=1)[CH2:2][CH3:3].C(O)(C(F)(F)F)=O.C(C1C=NC(N2CCC(OC3SC4C=C(C5CCNCC=5)C=CC=4N=3)CC2)=NC=1)CC>>[CH2:1]([C:4]1[CH:5]=[N:6][C:7]([N:10]2[CH2:15][CH2:14][CH:13]([O:16][C:17]3[S:18][C:19]4[C:20]([N:38]=3)=[N:21][CH:22]=[C:23]([C:25]3[CH2:30][CH2:29][NH:28][CH2:27][CH:26]=3)[CH:24]=4)[CH2:12][CH2:11]2)=[N:8][CH:9]=1)[CH2:2][CH3:3]. Procedure: Compound 21F was prepared from Compound 21E and TFA in a similar manner to the procedure described for Compound 1E in Example 1. LC/MS (m/z)=437 (M+H)+.